Dataset: the Open Reaction Database (ORD), a public repository of structured organic reaction records. Task: describe an organic reaction: reactants, conditions, products, and yield Run at time 7 hour. Reaction SMILES: [Cl:1][C:2]1[C:7]([Cl:8])=[CH:6][C:5]([Cl:9])=[C:4](Cl)[N:3]=1.[OH-].[Na+]>[Zn].C1C=CC=CC=1>[Cl:1][C:2]1[C:7]([Cl:8])=[CH:6][C:5]([Cl:9])=[CH:4][N:3]=1 |f:1.2|. Reagents/catalysts: [Zn] (zinc). The reactants are ClC1=NC(=C(C=C1Cl)Cl)Cl (2,3,5,6-tetrachloropyridine), [OH-].[Na+] (sodium hydroxide). Run in C1=CC=CC=C1 (benzene). Product: ClC1=NC=C(C=C1Cl)Cl (2,3,5-Trichloropyridine). Procedure details: To a 5-liter 3-neck flask fitted with a reflux condenser, a heater, thermometer and a stirrer were added 216.9 grams (1.0 mole) of 2,3,5,6-tetrachloropyridine, 500 milliliters of benzene, 1.0 liter of 8N sodium hydroxide and 130.7 grams (2.0 gram atoms) of zinc dust. The pH of the mixture was 14-15 and the mixture was heated and refluxed, with stirring, for 7 hours. After completion of the reaction, the reaction mixture was cooled and filtered. The filter cake was washed with benzene and the ben... Reaction SMILES: [CH3:3][O:4][C:5](=[O:6])[c:7]1[cH:8][c:9]2[c:10]([cH:30][cH:31]1)[CH:11]1[CH2:12][CH2:13][CH2:14][N:15]([C:19](=[O:20])[c:21]3[cH:22][c:23]4[c:24]([nH:25][cH:26][n:27]4)[cH:28][cH:29]3)[CH:16]1[CH2:17][CH2:18]2.[Na+:2].[O:32]1[CH2:33][CH2:34][CH2:35][CH2:36]1.[OH-:1]>>[O:4]=[C:5]([OH:6])[c:7]1[cH:8][c:9]2[c:10]([cH:30][cH:31]1)[CH:11]1[CH2:12][CH2:13][CH2:14][N:15]([C:19](=[O:20])[c:21]3[cH:22][c:23]4[c:24]([nH:25][cH:26][n:27]4)[cH:28][cH:29]3)[CH:16]1[CH2:17][CH2:18]2. Yields the product O=C(O)c1ccc2c(c1)CCC1C2CCCN1C(=O)c1ccc2[nH]cnc2c1. Reactants: COC(=O)c1ccc2c(c1)CCC1C2CCCN1C(=O)c1ccc2[nH]cnc2c1, [Na+], C1CCOC1, [OH-].